describe an organic reaction: reactants, conditions, products, and yield From a dataset of the Open Reaction Database (ORD), a public repository of structured organic reaction records. As a reaction SMILES: [CH:1]1[C:10]2[C:5](=[CH:6][C:7]([C:11]([OH:13])=[O:12])=[CH:8][CH:9]=2)[CH:4]=[CH:3][C:2]=1[C:14]([OH:16])=O.Cl.CN.O[N:21]1[C:25]2C=CC=CC=2N=N1.C(N=C=NCCCN(C)C)C>CN(C)C=O.O>[CH3:25][NH:21][C:14]([C:2]1[CH:1]=[C:10]2[C:5](=[CH:4][CH:3]=1)[CH:6]=[C:7]([C:11]([OH:13])=[O:12])[CH:8]=[CH:9]2)=[O:16] |f:1.2|. The reactants are C(C)N=C=NCCCN(C)C (1-ethyl-3-(3-dimethylaminopropyl) carbodiimide), C1=C(C=CC2=CC(=CC=C12)C(=O)O)C(=O)O (naphthalene-2,6-dicarboxylic acid), Cl.CN (methylamine hydrochloride), ON1N=NC2=C1C=CC=C2 (1-hydroxybenzotriazole). Run in CN(C=O)C (dimethylformamide), O (water). Reported procedure: To a mixture of naphthalene-2,6-dicarboxylic acid (5 g), methylamine hydrochloride (1.64 g) and 1-hydroxybenzotriazole (3.75 g) in dimethylformamide (50 ml) was added 1-ethyl-3-(3-dimethylaminopropyl) carbodiimide (3.79 g) under ice-cooling. The mixture was stirred for 1 hour at the same temperature and then at ambient temperature overnight. The mixture was diluted with water, and the precipitates were collected by filtration to give 6-(methylcarbamoyl)naphthalene-2-carboxylic acid (4.07 g). Yields the product CNC(=O)C=1C=C2C=CC(=CC2=CC1)C(=O)O (6-(methylcarbamoyl)naphthalene-2-carboxylic acid). Conditions: time 1 hour. Isolated yield 76.8%. The reactants are ClC(c1ccccc1)c1ccccc1, O=Cc1cccc2[nH]ccc12. The product is O=Cc1cccc2c1ccn2C(c1ccccc1)c1ccccc1. As a reaction SMILES: [CH:12]([c:13]1[cH:14][cH:15][cH:16][cH:17][cH:18]1)([c:19]1[cH:20][cH:21][cH:22][cH:23][cH:24]1)[Cl:25].[nH:1]1[cH:2][cH:3][c:4]2[c:5]([CH:10]=[O:11])[cH:6][cH:7][cH:8][c:9]12>>[n:1]1([CH:12]([c:13]2[cH:14][cH:15][cH:16][cH:17][cH:18]2)[c:19]2[cH:20][cH:21][cH:22][cH:23][cH:24]2)[cH:2][cH:3][c:4]2[c:5]([CH:10]=[O:11])[cH:6][cH:7][cH:8][c:9]12. Starting materials: [Na+], [OH-], O, O=CNCCc1ccccc1. The product is C1=NCCc2ccccc21. As a reaction SMILES: [Na+:13].[OH-:12].[OH2:14].[c:1]1([CH2:7][CH2:8][NH:9][CH:10]=[O:11])[cH:2][cH:3][cH:4][cH:5][cH:6]1>>[c:1]12[cH:2][cH:3][cH:4][cH:5][c:6]1[CH:10]=[N:9][CH2:8][CH2:7]2. Yields the product C1(CC1)C(=O)C=1C=NC2=CC=C(C=C2C1N1CCC(CC1)C(C)N(C)C)C1=CC(=C(C(=C1)F)O)F (Cyclopropyl[6-(3,5-difluoro-4-hydroxyphenyl)-4-{4-[1-(dimethylamino)ethyl]piperidin-1-yl}quinolin-3-yl]methanone). Yield: 45.0%. Starting materials: BrC=1C=C2C(=C(C=NC2=CC1)C(=O)C1CC1)N1CCC(CC1)C(C)N(C)C ((6-bromo-4-{4-[1-(dimethylamino)ethyl]piperidin-1-yl}quinolin-3-yl)(cyclopropyl)methanone), FC1=C(C(=CC(=C1)B1OC(C(O1)(C)C)(C)C)F)O (2,6-difluoro-4-(4,4,5,5-tetramethyl-1,3,2-dioxaborolan-2-yl)phenol). Reported procedure: Following general procedure F, (6-bromo-4-{4-[1-(dimethylamino)ethyl]piperidin-1-yl}quinolin-3-yl)(cyclopropyl)methanone (60 mg, 0.139 mmol) was reacted with 2,6-difluoro-4-(4,4,5,5-tetramethyl-1,3,2-dioxaborolan-2-yl)phenol (39 mg, 0.153 mmol) to afford the desired product (30 mg, 44%) as a light yellow solid: 1H NMR (300 MHz, CD3OD) δ 8.82 (s, 1H), 8.26 (s, 1H), 8.03 (p, J=8.8 Hz, 2H), 7.35 (dd, J=8.0, 1.7 Hz, 2H), 3.56 (t, J=10.3 Hz, 2H), 3.26-3.17 (m, 3H), 2.80 (s, 6H), 2.66-2.53 (m, 1H), 1.... RXN SMILES: Br[C:2]1[CH:3]=[C:4]2[C:9](=[CH:10][CH:11]=1)[N:8]=[CH:7][C:6]([C:12]([CH:14]1[CH2:16][CH2:15]1)=[O:13])=[C:5]2[N:17]1[CH2:22][CH2:21][CH:20]([CH:23]([N:25]([CH3:27])[CH3:26])[CH3:24])[CH2:19][CH2:18]1.[F:28][C:29]1[CH:34]=[C:33](B2OC(C)(C)C(C)(C)O2)[CH:32]=[C:31]([F:44])[C:30]=1[OH:45]>>[CH:14]1([C:12]([C:6]2[CH:7]=[N:8][C:9]3[C:4]([C:5]=2[N:17]2[CH2:22][CH2:21][CH:20]([CH:23]([N:25]([CH3:26])[CH3:27])[CH3:24])[CH2:19][CH2:18]2)=[CH:3][C:2]([C:33]2[CH:34]=[C:29]([F:28])[C:30]([OH:45])=[C:31]([F:44])[CH:32]=2)=[CH:11][CH:10]=3)=[O:13])[CH2:16][CH2:15]1. Starting materials: Cl (HCl), C(C)(C)(C)OC(=O)N1C[C@@H](CC1)OC1=C(C=CC(=C1)F)C(=O)N1CC=2C(=C3N=C(C(=C(N3N2)C)Cl)C)C1 ((R)-3-[2-(6-chloro-5,7-dimethyl-1H,3H-2,4,7a,8-tetraaza-cyclopenta[a]indene-2-carbonyl)-5-fluoro-phenoxy]-pyrrolidine-1-carboxylic acid tert-butyl ester). Run in O1CCOCC1 (1,4-dioxane). Reaction conditions: time 16 hour. The product is ClC1=C(N2N=C3C(=C2N=C1C)CN(C3)C(=O)C3=C(C=C(C=C3)F)O[C@H]3CNCC3)C ((6-chloro-5,7-dimethyl-1H,3H-2,4,7a,8-tetraaza-cyclopenta[a]inden-2-yl)-[4-fluoro-2-((R)-pyrrolidin-3-yloxy)-phenyl]-methanone). The yield is 96.9%. As a reaction SMILES: Cl.C(OC([N:9]1[CH2:13][CH2:12][C@@H:11]([O:14][C:15]2[CH:20]=[C:19]([F:21])[CH:18]=[CH:17][C:16]=2[C:22]([N:24]2[CH2:38][C:27]3=[C:28]4[N:33]([N:34]=[C:26]3[CH2:25]2)[C:32]([CH3:35])=[C:31]([Cl:36])[C:30]([CH3:37])=[N:29]4)=[O:23])[CH2:10]1)=O)(C)(C)C>O1CCOCC1>[Cl:36][C:31]1[C:30]([CH3:37])=[N:29][C:28]2[N:33]([N:34]=[C:26]3[CH2:25][N:24]([C:22]([C:16]4[CH:17]=[CH:18][C:19]([F:21])=[CH:20][C:15]=4[O:14][C@@H:11]4[CH2:12][CH2:13][NH:9][CH2:10]4)=[O:23])[CH2:38][C:27]3=2)[C:32]=1[CH3:35]. Reported procedure: HCl (1.3 mL) was added to a solution of (R)-3-[2-(6-chloro-5,7-dimethyl-1H,3H-2,4,7a,8-tetraaza-cyclopenta[a]indene-2-carbonyl)-5-fluoro-phenoxy]-pyrrolidine-1-carboxylic acid tert-butyl ester (700 mg; 1.32 mmol; 1 eq.) in 1,4-dioxane (10 mL) was stirred at room temperature for 16 hours then concentrated in vacuo. The reaction mixture was diluted with DCM, washed with 0.1M NaOH, dried over magnesium sulfate and concentrated in vacuo to afford the title compound (550 mg, 97%) as yellow foam. 1H N... Reactants: [BH4-], CCO, O=Cc1c(OCCF)ccc2ccccc12, [Na+], O, O=Cc1c(O)ccc2ccccc12. Yields the product OCc1c(OCCF)ccc2ccccc12. RXN SMILES: [BH4-:30].[CH3:32][CH2:33][OH:34].[F:1][CH2:2][CH2:3][O:4][c:5]1[c:6]([CH:15]=[O:16])[c:7]2[cH:8][cH:9][cH:10][cH:11][c:12]2[cH:13][cH:14]1.[Na+:31].[OH2:35].[OH:17][c:18]1[cH:19][cH:20][c:21]2[c:22]([cH:23][cH:24][cH:25][cH:26]2)[c:27]1[CH:28]=[O:29]>>[F:1][CH2:2][CH2:3][O:4][c:5]1[c:6]([CH2:15][OH:16])[c:7]2[cH:8][cH:9][cH:10][cH:11][c:12]2[cH:13][cH:14]1. Reactants: [N+](=O)([O-])C1CCCCC1 (nitrocyclohexane), C(C=C)(=O)OCC (ethyl acrylate). The solvent is C(C)(C)(C)O (t-butanol). Yields the product [N+](=O)([O-])C1(CCCCC1)CCC(=O)OCC (1-nitro-l-(2-ethoxycarbonylethyl)cyclohexane). Isolated yield 87.0%. As a reaction SMILES: [N+:1]([CH:4]1[CH2:9][CH2:8][CH2:7][CH2:6][CH2:5]1)([O-:3])=[O:2].[C:10]([O:14][CH2:15][CH3:16])(=[O:13])[CH:11]=[CH2:12]>C(O)(C)(C)C>[N+:1]([C:4]1([CH2:12][CH2:11][C:10]([O:14][CH2:15][CH3:16])=[O:13])[CH2:9][CH2:8][CH2:7][CH2:6][CH2:5]1)([O-:3])=[O:2]. Reported procedure: 99.5 g of nitrocyclohexane was dissolved in 40 ml of t-butanol, and 83.4 ml of ethyl acrylate was added thereto in the presence of 7 ml of 40% Triton B. The mixture was reacted at room temperature to give 153 g (yield: 87%) of 1-nitro-l-(2-ethoxycarbonylethyl)cyclohexane. Then, 20 g of this substance was dissolved in ethanol and 3.6 g of Raney nickel was added thereto. The mixture was strongly stirred in the presence of hydrogen gas (70 kg/cm2), and then the Raney nickel was removed. The reactio... Starting materials: Cl.N12CC3[C@H](C(CC(C1)C3)C2)N ((4r)-1-azatricyclo[3.3.1.13,7]dec-4-ylamine hydrochloride), S1C(=CC=C1)C=1SC=C(N1)C(=O)O (2-(2-thienyl)-1,3-thiazole-4-carboxylic acid), N (NH3). Yields the product Cl.Cl.N12CC3[C@H](C(CC(C1)C3)C2)NC(=O)C=2N=C(SC2)C=2SC=CC2 (2-(Thiophen-2-yl)-thiazole-4-carboxylic acid(4r)-(1-azatricyclo[3.3.1.13,7]dec-4-yl)-amide dihydrochloride). Reaction SMILES: [ClH:1].[N:2]12[CH2:11][CH:6]3[CH2:7][CH:8]([CH2:10][CH:4]([C@H:5]3[NH2:12])[CH2:3]1)[CH2:9]2.[S:13]1[CH:17]=[CH:16][CH:15]=[C:14]1[C:18]1[S:19][CH:20]=[C:21]([C:23](O)=[O:24])[N:22]=1.N>>[ClH:1].[ClH:1].[N:2]12[CH2:11][CH:6]3[CH2:7][CH:8]([CH2:10][CH:4]([C@H:5]3[NH:12][C:23]([C:21]3[N:22]=[C:18]([C:14]4[S:13][CH:17]=[CH:16][CH:15]=4)[S:19][CH:20]=3)=[O:24])[CH2:3]1)[CH2:9]2 |f:0.1,4.5.6|. Procedure details: Prepared from (4r)-1-azatricyclo[3.3.1.13,7]dec-4-ylamine hydrochloride and 2-(2-thienyl)-1,3-thiazole-4-carboxylic acid (Maybridge) according to methods A and C; yield 103 mg, 0.25 mmol (62%): 1H NMR (300 MHz, methanol-d4) δ 2.04-2.32 (m, 3H), 2.51 (s, 2H), 2.51 (s, 2H), 3.46-3.62 (m, 4H), 3.82 (d, J=13 Hz, 2H), 4.29 (s, 1H), 7.18 (dd, J=5, 4 Hz, 1H), 7.65 (dd, J=5, 1 Hz, 1H), 7.64 (dd, J=5, 1 Hz, 1H), 7.72 (dd, J=4, 1 Hz, 1H), 8.21 (s, 1H); MS (DCI/NH3) m/z 346 (M+H)+; Anal. C17H19N3OS2.2HCl: ... Reactants: ClCCCOC1=CC=C(C=C1)[N+](=O)[O-] (1-chloro-3-(4-nitrophenoxy)propane), stannous chloride dihydrate, [OH-].[Na+] (NaOH). The solvent is CCO (EtOH). Yields the product ClCCCOC1=CC=C(C=C1)N (1-Chloro-3-(4-aminophenoxy)propane). Yield: 97.9%. RXN SMILES: [Cl:1][CH2:2][CH2:3][CH2:4][O:5][C:6]1[CH:11]=[CH:10][C:9]([N+:12]([O-])=O)=[CH:8][CH:7]=1.[OH-].[Na+]>CCO>[Cl:1][CH2:2][CH2:3][CH2:4][O:5][C:6]1[CH:11]=[CH:10][C:9]([NH2:12])=[CH:8][CH:7]=1 |f:1.2|. Reported procedure: A mixture of 1-chloro-3-(4-nitrophenoxy)propane (830 mg, 3.85 mmol), stannous chloride dihydrate (4.3 g, 19.25 mmol), and EtOH (20 mL) was heated under reflux for 3 hours. The mixture was cooled, 2.5N NaOH (19 mL) was added, and the precipitate was removed by filtration. The filtrate was concentrated to 10 mL and extracted with EtOAc. The extracts were dried (MgSO4) and concentrated to give 700 mg (98%) of product as a brown oil. Starting materials: CN(C([S-])=S)C.C[NH2+]C (Dimethylammonium dimethyldithiocarbamate), [N+](=O)([O-])C=CC1=CC=CC=C1 (β-nitrostyrene). Reported procedure: Dimethylammonium dimethyldithiocarbamate (16.6 grams, 0.10 mole) carbon disulfide (7.6 grams, 0.10 mole), and β-nitrostyrene (14.9 grams, 0.10 mole) were dissolved in methanol (50 ml.). A rapid exothermic reaction ensued and the product precipitated. The reaction temperature was held to 35° C. with ice cooling. After several hours at 25° C., the product was filtered off, washed with methanol, and dried in air. The crude product, melted at ca. 103° C.-110° C. and weighed 22.9 grams (85%). Recryst... Yields the product CN(C(SC(C1=CC=CC=C1)C[N+](=O)[O-])=S)C (α-(nitromethyl)-benzyl dimethyldithiocarbamate). As a reaction SMILES: [CH3:1][N:2]([CH3:6])[C:3](=[S:5])[S-:4].C[NH2+]C.[N+:10]([CH:13]=[CH:14][C:15]1[CH:20]=[CH:19][CH:18]=[CH:17][CH:16]=1)([O-:12])=[O:11]>CO>[CH3:1][N:2]([CH3:6])[C:3](=[S:4])[S:5][CH:14]([CH2:13][N+:10]([O-:12])=[O:11])[C:15]1[CH:20]=[CH:19][CH:18]=[CH:17][CH:16]=1 |f:0.1|. The yield is 51.0%. Run in CO (methanol).